Dataset: the Open Reaction Database (ORD), a public repository of structured organic reaction records. Task: describe an organic reaction: reactants, conditions, products, and yield Reported procedure: A mixture of 2-hydroxy-6-methylpyridine (164 g, 1.47 mol), iodomethane (1.35 kg, 9.53 mol), Ag2CO3 (526 g, 1.91 mol) in THF (10 ml) was strirred overnight at ambient temperature while protecting from light. The mixture was filtered through Celite and the filter cake was washed with THF. The filtrate was concentrated in vacuo until all methyl iodide was removed by HPLC analysis to yield 145.6 g (80%) of 2-methoxy-6-methylpyridine. BuLi (2.5 M, 49.0 ml, 122 mmol) was added to a solution of 2-metho... Product: BrC1=CC2=C(CC(NCC2C)C)N=C1OC (3-bromo-2-methoxy-5,8-dimethyl-6,7,8,9-tetrahydro-5H-pyrido[2,3-d]azepine). The reactants are COC=1C=CC2=C(CC(N(CC2C)C(C(F)(F)F)=O)C)N1 (2-methoxy-5,8-dimethyl-7-(trifluoroacetyl)-6,7,8,9-tetrahydro-5H-pyrido[2,3-d]azepine), BrBr (Br2), C(=O)(O)[O-].[Na+] (NaHCO3), BrC1=CC2=C(CC(N(CC2C)C(C(F)(F)F)=O)C)N=C1OC (3-bromo-2-methoxy-5,8-dimethyl-7-(trifluoroacetyl)-6,7,8,9-tetrahydro-5H-pyrido[2,3-d]azepine), C(=O)([O-])[O-].[K+].[K+] (K2CO3). Reaction SMILES: COC1C=CC2C(C)CN(C(=O)C(F)(F)F)C(C)CC=2N=1.BrBr.C([O-])(O)=O.[Na+].[Br:29][C:30]1[C:48]([O:49][CH3:50])=[N:47][C:33]2[CH2:34][CH:35]([CH3:46])[N:36](C(=O)C(F)(F)F)[CH2:37][CH:38]([CH3:39])[C:32]=2[CH:31]=1.C([O-])([O-])=O.[K+].[K+]>CO.CCOC(C)=O>[Br:29][C:30]1[C:48]([O:49][CH3:50])=[N:47][C:33]2[CH2:34][CH:35]([CH3:46])[NH:36][CH2:37][CH:38]([CH3:39])[C:32]=2[CH:31]=1 |f:2.3,5.6.7|. Isolated yield 78.5%. Run at time 16 hour. Solvent: Na2HPO4, CCOC(=O)C (EtOAc), CO (MeOH), CO (MeOH). The reactants are COc1ccccc1C=Cc1cc2cc([N+](=O)[O-])ccc2n1C, O=C1C=CC(=O)N1. Product: COc1ccccc1C1Cc2c(c3cc([N+](=O)[O-])ccc3n2C)C2C(=O)NC(=O)C12. As a reaction SMILES: [CH3:1][n:2]1[c:3]([CH:14]=[CH:15][c:16]2[c:17]([O:22][CH3:23])[cH:18][cH:19][cH:20][cH:21]2)[cH:4][c:5]2[cH:6][c:7]([N+:11](=[O:12])[O-:13])[cH:8][cH:9][c:10]12.[O:24]=[C:25]1[NH:26][C:27](=[O:28])[CH:29]=[CH:30]1>>[CH3:1][n:2]1[c:3]2[c:4]([c:5]3[cH:6][c:7]([N+:11](=[O:12])[O-:13])[cH:8][cH:9][c:10]13)[CH:29]1[C:27](=[O:28])[NH:26][C:25](=[O:24])[CH:30]1[CH:15]([c:16]1[c:17]([O:22][CH3:23])[cH:18][cH:19][cH:20][cH:21]1)[CH2:14]2. Reported procedure: Phosphorousoxychloride (2.37 mL) was added dropwise to DMF (10 mL) stirring at 0° C. The resulting mixture was warmed to room temperature over 2 h before being treated with a solution of 6-bromo-2-(3-chloropropyl)isoquinolin-1(2H)-one (Example 10a, 0.85 g) in DMF (10 mL). The resulting solution was heated at 80° C. for 10 h. The cooled reaction was quenched with iced water and extracted with ethyl acetate. The organics were washed with brine, dried (MgSO4) and concentrated in vacuo to give the s... Starting materials: BrC=1C=C2C=CN(C(C2=CC1)=O)CCCCl (6-bromo-2-(3-chloropropyl)isoquinolin-1(2H)-one), CN(C)C=O (DMF), P(=O)(Cl)(Cl)Cl (Phosphorousoxychloride), CN(C)C=O (DMF). The product is BrC=1C=C2C(=CN(C(C2=CC1)=O)CCCCl)C=O (6-Bromo-2-(3-chloropropyl)-1-oxo-1,2-dihydroisoquinoline-4-carbaldehyde). Reaction SMILES: P(Cl)(Cl)(Cl)=O.[Br:6][C:7]1[CH:8]=[C:9]2[C:14](=[CH:15][CH:16]=1)[C:13](=[O:17])[N:12]([CH2:18][CH2:19][CH2:20][Cl:21])[CH:11]=[CH:10]2.CN([CH:25]=[O:26])C>>[Br:6][C:7]1[CH:8]=[C:9]2[C:14](=[CH:15][CH:16]=1)[C:13](=[O:17])[N:12]([CH2:18][CH2:19][CH2:20][Cl:21])[CH:11]=[C:10]2[CH:25]=[O:26]. Reaction conditions: temperature 0 celsius. RXN SMILES: [C:1]([OH:4])(=O)[CH3:2].C1C=CC2N(O)N=NC=2C=1.CN1CCOCC1.C(Cl)CCl.[CH3:26][C:27]1[N:28]=[C:29]([CH3:56])[N:30]2[C:35]=1[C:34]([O:36][C:37]1[CH:42]=[C:41]([O:43][CH3:44])[C:40]([O:45][CH3:46])=[C:39]([O:47][CH3:48])[CH:38]=1)=[N:33][C:32]([C:49]1[CH:55]=[CH:54][C:52]([NH2:53])=[CH:51][CH:50]=1)=[N:31]2>ClCCl>[CH3:26][C:27]1[N:28]=[C:29]([CH3:56])[N:30]2[C:35]=1[C:34]([O:36][C:37]1[CH:38]=[C:39]([O:47][CH3:48])[C:40]([O:45][CH3:46])=[C:41]([O:43][CH3:44])[CH:42]=1)=[N:33][C:32]([C:49]1[CH:50]=[CH:51][C:52]([NH:53][C:1](=[O:4])[CH3:2])=[CH:54][CH:55]=1)=[N:31]2. Procedure: A solution of 10 mg (0.09 mmol) of acetic acid in dichloromethane is treated with 10 mg (0.09 mmol) of HOBt and 20 mg (0.21 mmol) of 4-methylmorpholine. The mixture is cooled to −20° C. and treated with 20 mg (0.09 mmol) of EDC. It is stirred for 30 min. Subsequently, 30 mg (0.07 mmol) of 4-[5,7-dimethyl-4-(3,4,5-tri-methoxyphenoxy)imidazo[5,1-f][1,2,4]triazin-2-yl]aniline from example 1 are added thereto at −20° C., and the mixture is stirred for 5 h at 20° C. The solution is then washed with a... Reaction conditions: temperature -20 celsius, time 30 minute. Yields the product CC=1N=C(N2N=C(N=C(C21)OC2=CC(=C(C(=C2)OC)OC)OC)C2=CC=C(C=C2)NC(C)=O)C (N-{4-[5,7-Dimethyl-4-(3,4,5-trimethoxyphenoxy)imidazo[5,1-f][1,2,4]triazin-2-yl]-phenyl}acetamide). Run in ClCCl (dichloromethane). Starting materials: C(C)(=O)O (acetic acid), C=1C=CC2=C(C1)N=NN2O (HOBt), CN1CCOCC1 (4-methylmorpholine), C(CCl)Cl (EDC), CC=1N=C(N2N=C(N=C(C21)OC2=CC(=C(C(=C2)OC)OC)OC)C2=CC=C(N)C=C2)C (4-[5,7-Dimethyl-4-(3,4,5-trimethoxyphenoxy)imidazo[5,1-f][1,2,4]triazin-2-yl]-aniline). The reactants are ClCCl, O=S(=O)(O)Cl, Oc1ccccc1. The product is O=S(=O)(Cl)c1ccc(O)cc1. As a reaction SMILES: [CH2:13]([Cl:14])[Cl:15].[Cl:1][S:2](=[O:3])(=[O:4])[OH:5].[OH:6][c:7]1[cH:8][cH:9][cH:10][cH:11][cH:12]1>>[Cl:1][S:2](=[O:3])(=[O:5])[c:10]1[cH:9][cH:8][c:7]([OH:6])[cH:12][cH:11]1. The reactants are BrC=1C=CN=C2C=CC(=NC12)OC (8-bromo-2-methoxy-[1,5]naphthyridine), C(C)(C)(C)OC(=O)N[C@@H]1CNCC1 ((S)-(−)-3-(tert-butoxycarbonylamino)pyrrolidine), CCN(C(C)C)C(C)C (DIPEA). The solvent is C(CCCC)O (pentanol). Reaction conditions: temperature 80 celsius. The product is C(C)(C)(C)OC(N[C@@H]1CN(CC1)C1=CC=NC2=CC=C(N=C12)OC)=O ([(S)-1-(6-Methoxy-[1,5]naphthyridin-4-yl)-pyrrolidin-3-yl]-carbamic acid tert-butyl ester). The yield is 86.1%. RXN SMILES: Br[C:2]1[CH:3]=[CH:4][N:5]=[C:6]2[C:11]=1[N:10]=[C:9]([O:12][CH3:13])[CH:8]=[CH:7]2.[C:14]([O:18][C:19]([NH:21][C@H:22]1[CH2:26][CH2:25][NH:24][CH2:23]1)=[O:20])([CH3:17])([CH3:16])[CH3:15].CCN(C(C)C)C(C)C>C(O)CCCC>[C:14]([O:18][C:19](=[O:20])[NH:21][C@H:22]1[CH2:26][CH2:25][N:24]([C:2]2[C:11]3[C:6](=[CH:7][CH:8]=[C:9]([O:12][CH3:13])[N:10]=3)[N:5]=[CH:4][CH:3]=2)[CH2:23]1)([CH3:17])([CH3:15])[CH3:16]. Procedure details: A mixture of 8-bromo-2-methoxy-[1,5]naphthyridine (1.50 g, 6.27 mmol, prepared as in WO 2006/032466) and (S)-(−)-3-(tert-butoxycarbonylamino)pyrrolidine (1.17 g, 6.27 mmol) in pentanol (5 mL) and DIPEA (1.24 mL, 1.2 eq) was heated at 80° C. over night. The majority of the solvent was removed in vacuo at elevated temperature (50-60° C.). The residue was triturated with ether to remove residual amine. The mother liquor was concentrated and the residue was chromatographed over SiO2 (DCM-MeOH—NH4OH ... Reactants: C(C1=CC=CC=C1)C1C(CCCC1)=O (2-benzyl cyclohexanone), NC1C(CCCC1)CC1=CC=CC=C1 (1-amino-2-benzylcyclohexane), oxime, material, title compounds. Product: C(C1=CC=CC=C1)NC1C(CCCC1)CC1=CC=CC=C1 (1-Benzylamino-2-benzylcyclohexane). As a reaction SMILES: [CH2:1](C1CCCCC1=O)[C:2]1[CH:7]=[CH:6][CH:5]=[CH:4][CH:3]=1.[NH2:15][CH:16]1[CH2:21][CH2:20][CH2:19][CH2:18][CH:17]1[CH2:22][C:23]1[CH:28]=[CH:27][CH:26]=[CH:25][CH:24]=1>>[CH2:1]([NH:15][CH:16]1[CH2:21][CH2:20][CH2:19][CH2:18][CH:17]1[CH2:22][C:23]1[CH:24]=[CH:25][CH:26]=[CH:27][CH:28]=1)[C:2]1[CH:7]=[CH:6][CH:5]=[CH:4][CH:3]=1. Reported procedure: In a series of procedures similar to preparations A and B, 2-benzyl cyclohexanone was converted into 1-amino-2-benzylcyclohexane in 65% via the intermediate oxime. This material (3.05 g, 16.1 mmol) was then converted to the title compounds in a procedure similar to preparation C, isolated as an oil: